Dataset: the Open Reaction Database (ORD), a public repository of structured organic reaction records. Task: describe an organic reaction: reactants, conditions, products, and yield The reactants are ClC1=CC(=CC=C1)C(=O)OO (3-chloroperbenzoic acid), BrC=1C=C2C(=NC1)C(C1=C(CC2)C=C(C=C1)Cl)=O (3-bromo-8-chloro-5,6-dihydro-11H-benzo[5,6]cyclohepta[1,2-b]pyridin-11-one), ClC1=CC(=CC=C1)C(=O)OO (3-chloroperbenzoic acid). Run in ClCCl (dichloromethane), ClCCl (dichloromethane), ClCCl (dichloromethane), ClCCl (dichloromethane). Reaction conditions: time 42 hour. Yields the product BrC=1C=C2C(=[N+](C1)[O-])C(C1=C(CC2)C=C(C=C1)Cl)=O (3-Bromo-8-chloro-5,6-dihydro-11H-benzo [5,6]cyclohepta[1,2-b]pyridin-11-one N1-oxide). Isolated yield 66.0%. RXN SMILES: [Br:1][C:2]1[CH:3]=[C:4]2[CH2:12][CH2:11][C:10]3[CH:13]=[C:14]([Cl:17])[CH:15]=[CH:16][C:9]=3[C:8](=[O:18])[C:5]2=[N:6][CH:7]=1.ClC1C=CC=C(C(OO)=[O:27])C=1>ClCCl>[Br:1][C:2]1[CH:3]=[C:4]2[CH2:12][CH2:11][C:10]3[CH:13]=[C:14]([Cl:17])[CH:15]=[CH:16][C:9]=3[C:8](=[O:18])[C:5]2=[N+:6]([O-:27])[CH:7]=1. Reported procedure: To a solution of 3-bromo-8-chloro-5,6-dihydro-11H-benzo[5,6]cyclohepta[1,2-b]pyridin-11-one (2 g) (6.2 mmoles) in anhydrous dichloromethane (14 ml) at 0° C. and under an argon atmosphere, was added a solution of 3-chloroperbenzoic acid (1.76 g) (10.4 mmoles) in anhydrous dichloromethane (35 ml) dropwise over a period of 30 minutes. The mixture was allowed to warm to room temperature and after 18 h additional 3-chloroperbenzoic acid (0.88 g) (5.2 mmoles) in anhydrous dichloromethane (25 ml) was a... Reactants: C(N)(=O)SC(C(=O)O)C1=CC=C(C=C1)C1=C(C=CC=C1)Cl (α-carbamylthio2'-chloro-4-biphenylylacetic acid), C(C)N(C(=O)Cl)CC (diethylcarbamylchloride), CN(C(=O)Cl)C (dimethylcarbamyl chloride), CN(C(=O)SC(C(=O)O)C1=CC=C(C=C1)C1=C(C=CC=C1)Cl)C (α-dimethylcarbamylthio-2'-chloro-4-biphenylylacetic acid), C(N)(=O)Cl (carbamyl chloride), C(C)NC(=O)Cl (ethylcarbamyl chloride), C(C)NC(=O)SC(C(=O)O)C1=CC=C(C=C1)C1=C(C=CC=C1)Cl (α-ethylcarbamylthio-2'-chloro-4-biphenylylacetic acid). Yields the product C(C)N(C(=O)SC(C(=O)O)C1=CC=C(C=C1)C1=C(C=CC=C1)Cl)CC (α-Diethylcarbamylthio-2'-chloro-4-biphenylylacetic acid). Reaction SMILES: [CH2:1]([N:3]([CH2:7][CH3:8])[C:4](Cl)=[O:5])[CH3:2].C(Cl)(=O)N.C(NC(Cl)=O)C.CN(C)C(Cl)=O.C([S:28][CH:29]([C:33]1[CH:38]=[CH:37][C:36]([C:39]2[CH:44]=[CH:43][CH:42]=[CH:41][C:40]=2[Cl:45])=[CH:35][CH:34]=1)[C:30]([OH:32])=[O:31])(=O)N.C(NC(SC(C1C=CC(C2C=CC=CC=2Cl)=CC=1)C(O)=O)=O)C.CN(C)C(SC(C1C=CC(C2C=CC=CC=2Cl)=CC=1)C(O)=O)=O>>[CH2:1]([N:3]([CH2:7][CH3:8])[C:4]([S:28][CH:29]([C:33]1[CH:38]=[CH:37][C:36]([C:39]2[CH:44]=[CH:43][CH:42]=[CH:41][C:40]=2[Cl:45])=[CH:35][CH:34]=1)[C:30]([OH:32])=[O:31])=[O:5])[CH3:2]. Procedure: When diethylcarbamylchloride is replaced in the above procedure by carbamyl chloride (prepared in situ from potassium cyanate and anhydrous hydrogen chloride in anhydrous chloroform), ethylcarbamyl chloride or dimethylcarbamyl chloride, then the products prepared are α-carbamylthio2'-chloro-4-biphenylylacetic acid, α-ethylcarbamylthio-2'-chloro-4-biphenylylacetic acid or α-dimethylcarbamylthio-2'-chloro-4-biphenylylacetic acid. The reactants are BrC1=NC=C(C=C1)F (2-bromo-5-fluoropyridine), C(CCC)[Li] (n-butyllithium), [Cl-].[NH4+] (ammonium chloride), CN(C)C=O (DMF). The solvent is C1(=CC=CC=C1)C (toluene). Conditions: temperature -78 celsius, time 1 hour. The product is FC=1C=CC(=NC1)C=O (5-fluoropyridine-2-carbaldehyde). The yield is 26.0%. RXN SMILES: Br[C:2]1[CH:7]=[CH:6][C:5]([F:8])=[CH:4][N:3]=1.C([Li])CCC.CN([CH:17]=[O:18])C.[Cl-].[NH4+]>C1(C)C=CC=CC=1>[F:8][C:5]1[CH:6]=[CH:7][C:2]([CH:17]=[O:18])=[N:3][CH:4]=1 |f:3.4|. Procedure details: To a solution of 2-bromo-5-fluoropyridine (25 g) in toluene (142 mL) was added at −78° C. n-butyllithium (2.5M toluene solution, 68 mL), and the mixture was stirred at −78° C. for 1 hr. To this mixture was added at −78° C. DMF (16.5 mL), and the mixture was stirred at −78° C. for 2 hr, and saturated aqueous ammonium chloride solution (300 mL) was added. The mixture was extracted with ethyl acetate (300 mL), dried and concentrated under reduced pressure. The residue was separated and purified by ... The reactants are BrC=1C=CC2=C(C(=NCC=3N2C=NN3)C3=NC=CC=C3)C1 (8-bromo-6-(2-pyridyl)-4H-s-triazolo[4,3-a][1,4]benzodiazepine). Solvent: CN(C=O)C (dimethylformamide). The product is CN(C)CC1=NN=C2N1C1=C(C(=NC2)C2=NC=CC=C2)C=C(C=C1)Br (1-(dimethylamino)methyl-8-bromo-6-(2-pyridyl)-4H-s-triazolo[4,3-a][1,4]benzodiazepine). Reaction SMILES: [Br:1][C:2]1[CH:3]=[CH:4][C:5]2[N:11]3[CH:12]=[N:13][N:14]=[C:10]3[CH2:9][N:8]=[C:7]([C:15]3[CH:20]=[CH:19][CH:18]=[CH:17][N:16]=3)[C:6]=2[CH:21]=1>CN(C)C=O>[CH3:10][N:11]([CH2:12][C:12]1[N:11]2[C:5]3[CH:4]=[CH:3][C:2]([Br:1])=[CH:21][C:6]=3[C:7]([C:15]3[CH:20]=[CH:19][CH:18]=[CH:17][N:16]=3)=[N:8][CH2:9][C:10]2=[N:14][N:13]=1)[CH3:5]. Procedure details: To a suspension of this reagent in 10 ml. of dimethylformamide was added 3.00 mmol of 8-bromo-6-(2-pyridyl)-4H-s-triazolo[4,3-a][1,4]benzodiazepine. The mixture was heated to 80° for a total of 24 hours, then quenched in cold water, neutralized with a 10% aqueous sodium hydroxide solution and extracted with chloroform. The chloroform layer was washed with water and brine, dried over anhydrous sodium sulfate and concentrated in vacuo to an oil, which was chromatographed over 100 g. of silica gel ... Reactants: NC1=CC2=C(N=CS2)C=C1 (6-aminobenzothiazole), S1C=NC2=CC=C3NC(C(C3=C12)=O)=O (6H-1-thia-3,6-diaza-as-indacene-7,8-dione), C1=CC(=CC=C1NN)S(=O)(=O)N.Cl (4-sulfonamidophenylhydrazine hydrochloride), ( M )-, ( M )-. Run in O (H2O). Product: 6H-1-Thia-3,6-diaza-as-indacene-7,8, CNS(=O)(=O)C1=CC=C(C=C1)NN=C1C(NC2=CC=C3N=CSC3=C12)=O (N-Methyl-4-[N′-(7-oxo-6,7-dihydro-1-thia-3,6-diaza-as-indacen-8-ylidene)-hydrazino]benzenesulfonamide). As a reaction SMILES: N[C:2]1C=CC2N=CSC=2C=1.[S:11]1[C:22]2[C:14](=[CH:15][CH:16]=[C:17]3[C:21]=2[C:20](=O)[C:19](=[O:24])[NH:18]3)[N:13]=[CH:12]1.[CH:25]1[C:30]([NH:31][NH2:32])=[CH:29][CH:28]=[C:27]([S:33]([NH2:36])(=[O:35])=[O:34])[CH:26]=1.Cl>O>[CH3:2][NH:36][S:33]([C:27]1[CH:26]=[CH:25][C:30]([NH:31][N:32]=[C:20]2[C:21]3[C:17](=[CH:16][CH:15]=[C:14]4[C:22]=3[S:11][CH:12]=[N:13]4)[NH:18][C:19]2=[O:24])=[CH:29][CH:28]=1)(=[O:34])=[O:35] |f:2.3|. Reported procedure: 6H-1-Thia-3,6-diaza-as-indacene-7,8-ione was prepared from 6-aminobenzothiazole according to Procedure A: 1H NMR (DMSO-d6): δ 7.10 (d, J=8.4 Hz, 1H), 8.31 (d, J=8.5 Hz, 1H), 9.35 (s, 1H), 11.19 (s, 1H); ESI−MS m/z 204 (M)−. The title compound was prepared from 6H-1-thia-3,6-diaza-as-indacene-7,8-dione and 4-sulfonamidophenylhydrazine hydrochloride according to Procedure G: mp>260° C.; 1H NMR (DMSO-d6): δ 2.39 (d, J=5.1 Hz, 3H), 7.12 (d, J=8.4 Hz, 1H), 7.32 (q, J=5.1 Hz, 1H), 7.63 (d, J=8.8 Hz, 2... Run in C1CCOC1 (THF), C1CCOC1 (THF), C1CCOC1 (THF). Reaction conditions: time 2 hour. RXN SMILES: Cl[C:2]([O:4][CH2:5][CH3:6])=[O:3].[NH2:7][CH:8]1[CH2:12][C:11]2([CH2:17][CH2:16][N:15]([CH3:18])[CH2:14][CH2:13]2)[O:10][CH:9]1[CH3:19].C(=O)([O-])[O-].[Na+].[Na+]>C1COCC1>[CH2:5]([O:4][C:2](=[O:3])[NH:7][CH:8]1[CH2:12][C:11]2([CH2:17][CH2:16][N:15]([CH3:18])[CH2:14][CH2:13]2)[O:10][CH:9]1[CH3:19])[CH3:6] |f:2.3.4|. Starting materials: C([O-])([O-])=O.[Na+].[Na+] (sodium carbonate), ClC(=O)OCC (Ethyl chloroformate), NC1C(OC2(C1)CCN(CC2)C)C (3-Amino-2,8-dimethyl-1-oxa-8-azaspiro[4.5]decane). Yields the product C(C)OC(NC1C(OC2(C1)CCN(CC2)C)C)=O ((2,8-Dimethyl-1-oxa-8-azaspiro[4.5]decan-3-yl) carbamic acid ethyl ester). Procedure: Ethyl chloroformate was added to 3-Amino-2,8-dimethyl-1-oxa-8-azaspiro[4.5]decane (1 g 5.4 mmol) in THF (20 ml). An additional 20 ml of THF were added and the reaction was stirred for 2 hours at room temperature. The THF solution was mixed with saturated sodium carbonate solution and the THF layer was separated, dried and evaporated to give a product which was purified by chromatography on silica gel and eluting with 5-10% ammoniated MeOH/CHCl3. The major fraction was converted to the fumaric ac...